From a dataset of the Open Reaction Database (ORD), a public repository of structured organic reaction records. describe an organic reaction: reactants, conditions, products, and yield Reactants: BrCC(=O)Br (bromoacetyl bromide), C1(=CC=CC=C1)OC1=CC=CC=C1 (diphenyl ether), a-water ice, [Cl-].[Al+3].[Cl-].[Cl-] (aluminum chloride). The solvent is C(Cl)Cl (methylene chloride). Conditions: temperature 2.5 celsius, time 4 hour. The product is O(C1=CC=CC=C1)C1=CC=C(C=C1)CC(=O)Br (2-(4-phenoxyphenyl)acetyl bromide). The yield is 37.9%. RXN SMILES: Br[CH2:2][C:3]([Br:5])=[O:4].[C:6]1([O:12][C:13]2[CH:18]=[CH:17][CH:16]=[CH:15][CH:14]=2)[CH:11]=[CH:10][CH:9]=[CH:8][CH:7]=1.[Cl-].[Al+3].[Cl-].[Cl-]>C(Cl)Cl>[O:12]([C:13]1[CH:14]=[CH:15][C:16]([CH2:2][C:3]([Br:5])=[O:4])=[CH:17][CH:18]=1)[C:6]1[CH:11]=[CH:10][CH:9]=[CH:8][CH:7]=1 |f:2.3.4.5|. Reported procedure: A mixture of 3.31 g (0.038 mol) of bromoacetyl bromide, 50 ml of methylene chloride and 5 g (0.029 mol) of diphenyl ether is cooled to 0-5° C. and 4.42 ml (0.033 mol) of aluminum chloride are added. The mixture is stirred at room temperature for 4 hours. It is poured into a-water/ice mixture, the two phases are separated and the organic phase is washed with 1 N hydrochloric acid and with water. The organic phase is dried over sodium sulfate and the solvent is evaporated off under reduced pressur... The reactants are ClC1=CC2=C(C=N1)OC1=CC=C(C=C1[C@]21N=C(OC1)N)C=1C(=NC=CC1)F ((S)-3-chloro-7-(2-fluoropyridin-3-yl)-5′H-spiro[chromeno[2,3-c]pyridine-5,4′-oxazol]-2′-amine), P(=O)([O-])([O-])[O-].[K+].[K+].[K+] (potassium phosphate), O1CCC(=CC1)B1OC(C(O1)(C)C)(C)C (2-(3,6-dihydro-2H-pyran-4-yl)-4,4,5,5-tetramethyl-1,3,2-dioxaborolane). Reagents/catalysts: CC(C)(C)P(C1=CC=C(C=C1)N(C)C)C(C)(C)C.CC(C)(C)P(C1=CC=C(C=C1)N(C)C)C(C)(C)C.Cl[Pd]Cl (Bis(di-tert-butyl(4-dimethylaminophenyl)phosphine)dichloropalladium (II)). Solvent: CCOC(=O)C (EtOAc), C(=O)([O-])[O-].[Na+].[Na+] (Na2CO3), O1CCOCC1 (dioxane), O (water). Run at temperature 120 celsius. Yields the product O1CCC(=CC1)C1=CC2=C(C=N1)OC1=CC=C(C=C1[C@]21N=C(OC1)N)C=1C(=NC=CC1)F ((S)-3-(3,6-dihydro-2H-pyran-4-yl)-7-(2-fluoropyridin-3-yl)-5′H-spiro[chromeno[2,3-c]pyridine-5,4′-oxazol]-2′-amine). RXN SMILES: Cl[C:2]1[N:7]=[CH:6][C:5]2[O:8][C:9]3[C:14]([C@@:15]4([CH2:19][O:18][C:17]([NH2:20])=[N:16]4)[C:4]=2[CH:3]=1)=[CH:13][C:12]([C:21]1[C:22]([F:27])=[N:23][CH:24]=[CH:25][CH:26]=1)=[CH:11][CH:10]=3.P([O-])([O-])([O-])=O.[K+].[K+].[K+].[O:36]1[CH2:41][CH:40]=[C:39](B2OC(C)(C)C(C)(C)O2)[CH2:38][CH2:37]1>O1CCOCC1.O.CCOC(C)=O.C([O-])([O-])=O.[Na+].[Na+].CC(P(C(C)(C)C)C1C=CC(N(C)C)=CC=1)(C)C.CC(P(C(C)(C)C)C1C=CC(N(C)C)=CC=1)(C)C.Cl[Pd]Cl>[O:36]1[CH2:37][CH:38]=[C:39]([C:2]2[N:7]=[CH:6][C:5]3[O:8][C:9]4[C:14]([C@@:15]5([CH2:19][O:18][C:17]([NH2:20])=[N:16]5)[C:4]=3[CH:3]=2)=[CH:13][C:12]([C:21]2[C:22]([F:27])=[N:23][CH:24]=[CH:25][CH:26]=2)=[CH:11][CH:10]=4)[CH2:40][CH2:41]1 |f:1.2.3.4,9.10.11,12.13.14|. Procedure details: A glass microwave reaction vessel was charged with (S)-3-chloro-7-(2-fluoropyridin-3-yl)-5′H-spiro[chromeno[2,3-c]pyridine-5,4′-oxazol]-2′-amine (0.075 g, 0.196 mmol), potassium phosphate (0.125 g, 0.588 mmol), 2-(3,6-dihydro-2H-pyran-4-yl)-4,4,5,5-tetramethyl-1,3,2-dioxaborolane (0.082 g, 0.392 mmol) and Bis(di-tert-butyl(4-dimethylaminophenyl)phosphine)dichloropalladium (II) (0.014 g, 0.020 mmol) in dioxane (1.2 mL) and water (0.40 mL). The reaction mixture was stirred and heated in microwave ... Reactants: CN(NC(=O)C=1SC=CC1)C(=S)NC (2,4-dimethyl-1-(2-thienoyl)thiosemicarbazide), C(=O)(O)[O-].[Na+] (NaHCO3). The product is CN1N=C(N(C1=S)C)C=1SC=CC1 (2,4-Dimethyl-5-(2-thienyl)-3H-1,2,4-triazole-3-thione). As a reaction SMILES: [CH3:1][N:2]([C:11]([NH:13][CH3:14])=[S:12])[NH:3][C:4]([C:6]1[S:7][CH:8]=[CH:9][CH:10]=1)=O.C([O-])(O)=O.[Na+]>>[CH3:1][N:2]1[C:11](=[S:12])[N:13]([CH3:14])[C:4]([C:6]2[S:7][CH:8]=[CH:9][CH:10]=2)=[N:3]1 |f:1.2|. Reported procedure: A stirred mixture of 2,4-dimethyl-1-(2-thienoyl)thiosemicarbazide (4.7g, 2.0×10-2 mole) and 1 molar aqueous NaHCO3 (200 ml, 2.00×10-2 mole) was heated to reflux for 6 hours. The reaction mixture was then placed in the refrigerator for several hours before the precipitate was collected by filtration. Crystallization from isopropanol afforded long colorless needles: 3.6 g (83%), mp 128°-129° C. Reactants: Br, ClCCl, OCc1ccccc1Oc1ccccc1. Yields the product BrCc1ccccc1Oc1ccccc1. RXN SMILES: [BrH:1].[Cl:17][CH2:18][Cl:19].[O:2]([c:3]1[cH:4][cH:5][cH:6][cH:7][cH:8]1)[c:9]1[c:10]([CH2:15][OH:16])[cH:11][cH:12][cH:13][cH:14]1>>[Br:1][CH2:15][c:10]1[c:9]([O:2][c:3]2[cH:4][cH:5][cH:6][cH:7][cH:8]2)[cH:14][cH:13][cH:12][cH:11]1. Reactants: COC1=C(C=CC=C1)N1CCN(CC1)CCN1C(NC2=C(C1=O)SC=C2)=O (3-[2-[4-(2-Methoxyphenyl)piperazin-1-yl]ethyl]thieno[3,2-d]pyrimidine-2,4-dione), CN(C=O)C (dimethylformamide). The product is COC1=C(C=CC=C1)N1CCN(CC1)CCN1C(N(C2=C(C1=O)SC=C2)C)=O (3-[2-[4-(2-Methoxyphenyl)piperazin-1-yl]ethyl]-1-methylthieno[3,2-d]pyrimidine-2,4-dione). Isolated yield 61.0%. As a reaction SMILES: [CH3:1][O:2][C:3]1[CH:8]=[CH:7][CH:6]=[CH:5][C:4]=1[N:9]1[CH2:14][CH2:13][N:12]([CH2:15][CH2:16][N:17]2[C:22](=[O:23])[C:21]3[S:24][CH:25]=[CH:26][C:20]=3[NH:19][C:18]2=[O:27])[CH2:11][CH2:10]1.[CH3:28]N(C)C=O>>[CH3:1][O:2][C:3]1[CH:8]=[CH:7][CH:6]=[CH:5][C:4]=1[N:9]1[CH2:10][CH2:11][N:12]([CH2:15][CH2:16][N:17]2[C:22](=[O:23])[C:21]3[S:24][CH:25]=[CH:26][C:20]=3[N:19]([CH3:28])[C:18]2=[O:27])[CH2:13][CH2:14]1. Reported procedure: The title compound was produced following the procedure of Example 13 using dimethylformamide as the solvent and the thienopyrimidine-2,4-dione (1.82 g, 4.66 mmol) from Example 19. The title compound was isolated in 61% yield (1.13 g) after recrystallization from EtOH, mp 149°-151° C. Product: COc1cc(N)c(C(=O)c2ccccc2Cl)cc1OC. As a reaction SMILES: [CH3:10][O:11][c:12]1[cH:13][c:14]([NH2:15])[cH:16][cH:17][c:18]1[O:19][CH3:20].[Cl:1][c:2]1[c:3]([CH:4]=[O:5])[cH:6][cH:7][cH:8][cH:9]1>>[Cl:1][c:2]1[c:3]([C:4](=[O:5])[c:16]2[c:14]([NH2:15])[cH:13][c:12]([O:11][CH3:10])[c:18]([O:19][CH3:20])[cH:17]2)[cH:6][cH:7][cH:8][cH:9]1. The reactants are COc1ccc(N)cc1OC, O=Cc1ccccc1Cl. Reactants: CN1Cc2c(Cl)cc(Cl)cc2C(c2ccccc2N)C1, O=C(Cl)OCCCl. Yields the product CN1Cc2c(Cl)cc(Cl)cc2C(c2ccccc2N2CCOC2=O)C1. RXN SMILES: [Cl:1][c:2]1[cH:3][c:4]2[c:9]([c:10]([Cl:12])[cH:11]1)[CH2:8][N:7]([CH3:13])[CH2:6][CH:5]2[c:14]1[c:15]([NH2:20])[cH:16][cH:17][cH:18][cH:19]1.[Cl:21][C:22](=[O:23])[O:24][CH2:25][CH2:26][Cl:27]>>[Cl:1][c:2]1[cH:3][c:4]2[c:9]([c:10]([Cl:12])[cH:11]1)[CH2:8][N:7]([CH3:13])[CH2:6][CH:5]2[c:14]1[c:15]([N:20]2[C:22](=[O:23])[O:24][CH2:25][CH2:26]2)[cH:16][cH:17][cH:18][cH:19]1.